Dataset: the Open Reaction Database (ORD), a public repository of structured organic reaction records. Task: describe an organic reaction: reactants, conditions, products, and yield Starting materials: C(CC1=C(C=CC(=C1)C)S(=O)(=O)[O-])C1=C(C=CC(=C1)C)S(=O)(=O)[O-] (ethane-1,2-diylbis(4-methylbenzenesulfonate)), C(=O)([O-])[O-].[K+].[K+] (K2CO3), NC[C@]12[C@@H]([C@H]3CC[C@@H]4[C@]5(CC=C(C([C@@H]5CC[C@]4([C@@]3(CC1)C)C)(C)C)C1=CC=C(C(=O)OC(C)(C)C)C=C1)C)[C@@H](CC2)C(=C)C (tert-butyl 4-((1R,3aS,5aR,5bR,7aR,11aS,11bR,13aR,13bR)-3a-(aminomethyl)-5a,5b,8,8,11a-pentamethyl-1-(prop-1-en-2-yl)-2,3,3a,4,5,5a,5b,6,7,7a,8,11,11a,11b,12,13,13a,13b-octadecahydro-1H-cyclopenta[a]chrysen-9-yl)benzoate). The solvent is C1CCOC1 (THF), CN(C)C=O (DMF), C(Cl)Cl (CH2Cl2). Conditions: temperature 100 celsius. Product: N1(CC1)C[C@]12[C@@H]([C@H]3CC[C@@H]4[C@]5(CC=C(C([C@@H]5CC[C@]4([C@@]3(CC1)C)C)(C)C)C1=CC=C(C(=O)OC(C)(C)C)C=C1)C)[C@@H](CC2)C(=C)C (tert-butyl 4-((1R,3aS,5aR,5bR,7aR,11aS,11bR,13aR,13bR)-3a-(aziridin-1-ylmethyl)-5a,5b,8,8,11a-pentamethyl-1-(prop-1-en-2-yl)-2,3,3a,4,5,5a,5b,6,7,7a,8,11,11a,11b,12,13,13a,13b-octadecahydro-1H-cyclopenta[a]chrysen-9-yl)benzoate). Reaction SMILES: [NH2:1][CH2:2][C@:3]12[CH2:41][CH2:40][C@@H:39]([C:42]([CH3:44])=[CH2:43])[C@@H:4]1[C@@H:5]1[C@@:18]([CH3:21])([CH2:19][CH2:20]2)[C@@:17]2([CH3:22])[C@@H:8]([C@:9]3([CH3:38])[C@@H:14]([CH2:15][CH2:16]2)[C:13]([CH3:24])([CH3:23])[C:12]([C:25]2[CH:37]=[CH:36][C:28]([C:29]([O:31][C:32]([CH3:35])([CH3:34])[CH3:33])=[O:30])=[CH:27][CH:26]=2)=[CH:11][CH2:10]3)[CH2:7][CH2:6]1.[CH2:45](C1C=C(C)C=CC=1S([O-])(=O)=O)[CH2:46]C1C=C(C)C=CC=1S([O-])(=O)=O.C([O-])([O-])=O.[K+].[K+]>CN(C=O)C.C1COCC1.C(Cl)Cl>[N:1]1([CH2:2][C@:3]23[CH2:41][CH2:40][C@@H:39]([C:42]([CH3:44])=[CH2:43])[C@@H:4]2[C@@H:5]2[C@@:18]([CH3:21])([CH2:19][CH2:20]3)[C@@:17]3([CH3:22])[C@@H:8]([C@:9]4([CH3:38])[C@@H:14]([CH2:15][CH2:16]3)[C:13]([CH3:24])([CH3:23])[C:12]([C:25]3[CH:37]=[CH:36][C:28]([C:29]([O:31][C:32]([CH3:33])([CH3:34])[CH3:35])=[O:30])=[CH:27][CH:26]=3)=[CH:11][CH2:10]4)[CH2:7][CH2:6]2)[CH2:46][CH2:45]1 |f:2.3.4|. Procedure: tert-butyl 4-((1R,3aS,5aR,5bR,7aR,11aS,11bR,13aR,13bR)-3a-(aminomethyl)-5a,5b,8,8,11a-pentamethyl-1-(prop-1-en-2-yl)-2,3,3a,4,5,5a,5b,6,7,7a,8,11,11a,11b,12,13,13a,13b-octadecahydro-1H-cyclopenta[a]chrysen-9-yl)benzoate (200 mg, 0.667 mmol) was dissolved in DMF (10.00 mL) and THF (10.00 mL), ethane-1,2-diylbis(4-methylbenzenesulfonate) (247 mg, 0.667 mmol) was added, followed by K2CO3 (184 mg, 1.333 mmol) and the mixture was stirred at 100° C. until no starting material was detected by LCMS. An ... The reactants are CNC=1C=NC=CC1C1=C(C=CC=C1)C (N-methyl-4-o-tolylpyridin-3-amine), CC1=CC(=NC(=C1)C)C(=O)O (4,6-dimethylpyridine-2-carboxylic acid). The product is CN(C(=O)C1=NC(=CC(=C1)C)C)C=1C=NC=CC1C1=C(C=CC=C1)C (4,6-Dimethyl-pyridine-2-carboxylic acid methyl-(4-o-tolyl-pyridin-3-yl)-amide). RXN SMILES: [CH3:1][NH:2][C:3]1[CH:4]=[N:5][CH:6]=[CH:7][C:8]=1[C:9]1[CH:14]=[CH:13][CH:12]=[CH:11][C:10]=1[CH3:15].[CH3:16][C:17]1[CH:22]=[C:21]([CH3:23])[N:20]=[C:19]([C:24](O)=[O:25])[CH:18]=1>>[CH3:1][N:2]([C:3]1[CH:4]=[N:5][CH:6]=[CH:7][C:8]=1[C:9]1[CH:14]=[CH:13][CH:12]=[CH:11][C:10]=1[CH3:15])[C:24]([C:19]1[CH:18]=[C:17]([CH3:16])[CH:22]=[C:21]([CH3:23])[N:20]=1)=[O:25]. Procedure: The title compound was prepared in analogy to example 90, from N-methyl-4-o-tolylpyridin-3-amine (example 1, intermediate a) and 4,6-dimethylpyridine-2-carboxylic acid (CAS RN 18088-10-3) after a reaction time of 64 hours. The compound was purified by silica gel chromatography on a 10 g column using a MPLC system eluting with a gradient of n-heptane:EtOAc (100:0 to 0:100). Light brown oil (37%). MS (ESI): m/z=332.18 [M+H]+.